Dataset: the Open Reaction Database (ORD), a public repository of structured organic reaction records. Task: describe an organic reaction: reactants, conditions, products, and yield Starting materials: NN1C(C2=CC=CC=C2C(=N1)C1CC1)=O (2-amino-4-cyclopropylphthalazin-1(2H)-one), FC=1C=C(C=C(C1)F)CC(=O)O (2-(3,5-difluorophenyl)acetic acid). Product: C1(CC1)C1=NN(C(C2=CC=CC=C12)=O)NC(CC1=CC(=CC(=C1)F)F)=O (N-(4-cyclopropyl-1-oxophthalazin-2(1H)-yl)-2-(3,5-difluorophenyl)acetamide). RXN SMILES: [NH2:1][N:2]1[N:11]=[C:10]([CH:12]2[CH2:14][CH2:13]2)[C:9]2[C:4](=[CH:5][CH:6]=[CH:7][CH:8]=2)[C:3]1=[O:15].[F:16][C:17]1[CH:18]=[C:19]([CH2:24][C:25](O)=[O:26])[CH:20]=[C:21]([F:23])[CH:22]=1>>[CH:12]1([C:10]2[C:9]3[C:4](=[CH:5][CH:6]=[CH:7][CH:8]=3)[C:3](=[O:15])[N:2]([NH:1][C:25](=[O:26])[CH2:24][C:19]3[CH:18]=[C:17]([F:16])[CH:22]=[C:21]([F:23])[CH:20]=3)[N:11]=2)[CH2:13][CH2:14]1. Procedure details: The product from Example 22B and 2-(3,5-difluorophenyl)acetic acid were processed using a method similar to that described in Example 17C to afford the title compound. 1H NMR (500 MHz, DMSO-d6) δ ppm 0.79-0.94 (m, 2H) 0.93-1.09 (m, 2H) 2.42-2.55 (m, 1H) 3.73 (s, 2H) 6.95-7.29 (m, 3H) 7.92 (t, J=7.63 Hz, 1H) 7.98-8.13 (m, 1H) 8.32 (d, J=7.93 Hz, 2H) 11.56 (s, 1H); MS (ESI) m/z 356 (M+H)+. Starting materials: ClC1=C(C(=CC=C1)Cl)NC(CCC1=C(C=C(C=C1Br)OC)Br)=O (N-(2,6-dichlorophenyl)-3-(2,6-dibromo-4-methoxyphenyl)-propionamide), C(=O)([O-])[O-].[K+].[K+] (K2CO3). Reagents/catalysts: [Cu]I (CuI). Solvent: N1=CC=CC=C1 (pyridine). Conditions: temperature 160 celsius. The product is BrC1=C2CCC(N(C2=CC(=C1)OC)C1=C(C=CC=C1Cl)Cl)=O (5-Bromo-1-(2,6-dichlorophenyl)-3,4-dihydro-7-methoxy-2(1H)-quinolinone). RXN SMILES: [Cl:1][C:2]1[CH:7]=[CH:6][CH:5]=[C:4]([Cl:8])[C:3]=1[NH:9][C:10](=[O:23])[CH2:11][CH2:12][C:13]1[C:18](Br)=[CH:17][C:16]([O:20][CH3:21])=[CH:15][C:14]=1[Br:22].C([O-])([O-])=O.[K+].[K+]>N1C=CC=CC=1.[Cu]I>[Br:22][C:14]1[CH:15]=[C:16]([O:20][CH3:21])[CH:17]=[C:18]2[C:13]=1[CH2:12][CH2:11][C:10](=[O:23])[N:9]2[C:3]1[C:2]([Cl:1])=[CH:7][CH:6]=[CH:5][C:4]=1[Cl:8] |f:1.2.3|. Procedure: To a suspension of 340 mg of N-(2,6-dichlorophenyl)-3-(2,6-dibromo-4-methoxyphenyl)-propionamide in 20 mL of pyridine was added CuI (137 mg) and powdered, dried K2CO3 (99 mg). The resulting mixture was heated to 160° C. in a sealed tube overnight (20 h), then concentrated. The reside was purified by flash chromatography on a Biotage 40S column, eluting with 100% CH2Cl2, to yield 5-Bromo-1-(2,6-dichlorophenyl)-3,4-dihydro-7-methoxy-2(1H)-quinolinone as a white solid. Mass spectrum (ESI) 402.0 (M+... Reactants: [N+](=O)(O)[O-] (nitric acid), ClC1=CC=C2C(NC(NC2=C1)=O)=O (7-chloro-1,2,3,4-tetrahydroquinazoline-2,4-dione), ice water. Solvent: S(O)(O)(=O)=O (sulphuric acid). Reaction conditions: temperature 100 celsius. Product: ClC1=C(C=C2C(NC(NC2=C1)=O)=O)[N+](=O)[O-] (7-chloro-6-nitro-1,2,3,4-tetrahydroquinazoline-2,4-dione). Yield: 54.0%. RXN SMILES: [Cl:1][C:2]1[CH:11]=[C:10]2[C:5]([C:6](=[O:13])[NH:7][C:8](=[O:12])[NH:9]2)=[CH:4][CH:3]=1.[N+:14]([O-])([OH:16])=[O:15]>S(=O)(=O)(O)O>[Cl:1][C:2]1[CH:11]=[C:10]2[C:5]([C:6](=[O:13])[NH:7][C:8](=[O:12])[NH:9]2)=[CH:4][C:3]=1[N+:14]([O-:16])=[O:15]. Reported procedure: 20 g (101.7 mmol) 7-chloro-1,2,3,4-tetrahydroquinazoline-2,4-dione were dissolved in 100 ml of conc. sulphuric acid and treated with 7 ml of conc. nitric acid. The mixture was heated to 100° C. for 10 min. After cooling the reaction mixture was poured on to ice-water. The precipitate was filtered off, dried in a high vacuum and recrystallized from acetic acid. 13.3 g (54%) of 7-chloro-6-nitro-1,2,3,4-tetrahydroquinazoline-2,4-dione were obtained as beige crystals; Reactants: N[C@@H]1CC[C@H](CC1)N (trans-1,4-diaminocyclohexane), ClC=1NC(=C2N=CN=C2N1)NCC1=CC=C(C=C1)F (2-chloro-N-(4-fluorophenylmethyl)-1H-purin-6-amine). Reaction conditions: temperature 140 celsius, time 8 hour. Yields the product N[C@@H]1CC[C@H](CC1)NC=1NC(=C2N=CN=C2N1)NCC1=CC=C(C=C1)F (Trans-N2-(4-aminocyclohexyl)-N6-(4-fluorophenylmethyl)-1H-purine-2,6-diamine). RXN SMILES: [NH2:1][C@H:2]1[CH2:7][CH2:6][C@H:5]([NH2:8])[CH2:4][CH2:3]1.Cl[C:10]1[NH:11][C:12]([NH:19][CH2:20][C:21]2[CH:26]=[CH:25][C:24]([F:27])=[CH:23][CH:22]=2)=[C:13]2[C:17]([N:18]=1)=[N:16][CH:15]=[N:14]2>>[NH2:1][C@H:2]1[CH2:7][CH2:6][C@H:5]([NH:8][C:10]2[NH:11][C:12]([NH:19][CH2:20][C:21]3[CH:26]=[CH:25][C:24]([F:27])=[CH:23][CH:22]=3)=[C:13]3[C:17]([N:18]=2)=[N:16][CH:15]=[N:14]3)[CH2:4][CH2:3]1. Procedure: 570 mg of trans-1,4-diaminocyclohexane are heated to its melting point 70° C., 290 mg of the product obtained in stage 1 above are added and the medium is then heated at approximately 140° C. for about 4 hours and then left overnight at room temperature. After purification by chromatography on silica with, as eluent, a mixture of CH2Cl2:MeOH:NH4OH (75:22:3) 93 mg of the expected product are obtained in the form of a beige crumbly foam. Starting materials: FC(F)(F)c1nnc2ccc(Cl)nn12, OC1(c2cncc(C(F)(F)F)c2)CCNCC1. Yields the product OC1(c2cncc(C(F)(F)F)c2)CCN(c2ccc3nnc(C(F)(F)F)n3n2)CC1. As a reaction SMILES: [Cl:18][c:19]1[cH:20][cH:21][c:22]2[n:23]([n:24]1)[c:25]([C:28]([F:29])([F:30])[F:31])[n:26][n:27]2.[F:1][C:2]([c:3]1[cH:4][c:5]([C:9]2([OH:15])[CH2:10][CH2:11][NH:12][CH2:13][CH2:14]2)[cH:6][n:7][cH:8]1)([F:16])[F:17]>>[F:1][C:2]([c:3]1[cH:4][c:5]([C:9]2([OH:15])[CH2:10][CH2:11][N:12]([c:19]3[cH:20][cH:21][c:22]4[n:23]([n:24]3)[c:25]([C:28]([F:29])([F:30])[F:31])[n:26][n:27]4)[CH2:13][CH2:14]2)[cH:6][n:7][cH:8]1)([F:16])[F:17]. Starting materials: P(=O)([O-])([O-])[O-].[K+].[K+].[K+] (potassium phosphate), CN1CC2=C(NC=3C=CC(=CC23)C)CC1 (2,3,4,5-Tetrahydro-2,8-dimethyl-1H-pyrido[4,3-b]indole), BrC=C(C)C1=CC=C(C(=O)N(C)C)C=C1 (4-(1-Bromoprop-1-en-2-yl)-N,N-dimethylbenzamide), N1[C@H](C(=O)O)CCC1 (L-proline). Reagents/catalysts: [Cu]I (copper (I) iodide). Run in CN(C)C=O (DMF). Reaction conditions: temperature 85 celsius, time 8 hour. Yields the product CN1CC2=C(N(C=3C=CC(=CC23)C)C2(C(=O)N(C)C)CC=CC=C2)CC1 (1-(2,8-dimethyl-3,4-dihydro-1H-pyrido[4,3-b]indol-5(2H)-yl)-N,N-dimethylbenzamide). Reaction SMILES: BrC=C([C:5]1[CH:15]=[CH:14][C:8]([C:9]([N:11]([CH3:13])[CH3:12])=[O:10])=[CH:7][CH:6]=1)C.P([O-])([O-])([O-])=O.[K+].[K+].[K+].N1CCC[C@H]1C(O)=O.[CH3:32][N:33]1[CH2:46][CH2:45][C:36]2[NH:37][C:38]3[CH:39]=[CH:40][C:41]([CH3:44])=[CH:42][C:43]=3[C:35]=2[CH2:34]1>CN(C=O)C.[Cu]I>[CH3:32][N:33]1[CH2:46][CH2:45][C:36]2[N:37]([C:8]3([CH:7]=[CH:6][CH:5]=[CH:15][CH2:14]3)[C:9]([N:11]([CH3:12])[CH3:13])=[O:10])[C:38]3[CH:39]=[CH:40][C:41]([CH3:44])=[CH:42][C:43]=3[C:35]=2[CH2:34]1 |f:1.2.3.4|. Procedure: 4-(1-Bromoprop-1-en-2-yl)-N,N-dimethylbenzamide (264 mg, 1 mmol) was dissolved in DMF (5 mL) and potassium phosphate (424 mg, 2 mmol) was added followed by copper (I) iodide (19 mg, 0.1 mmol) and L-proline (23 mg, 0.2 mmol). 2,3,4,5-Tetrahydro-2,8-dimethyl-1H-pyrido[4,3-b]indole (200 mg, 1 mmol) was added and the mixture purged with nitrogen for 2 min. The reaction mixture was stirred at 85° C. overnight. Water was added and the solid mass was filtered under vacuum. The crude compound was purifi... Reactants: Cl (HCl), CC1=C(C=CC=C1)CC(=O)Cl (2-(2-Methylphenyl)acetyl chloride), C([O-])([O-])=O.[Ca+2] (calcium carbonate), NC1=CC(=C(C(=C1)C)SC#N)C (4-amino-2,6-dimethylphenyl thiocyanate). The solvent is C1CCOC1 (THF), O (Water). Conditions: time 1 hour. The product is CC1=C(C(=CC(=C1)NC(CC1=C(C=CC=C1)C)=O)C)SC#N (2,6-dimethyl-4-[2-(2-methylphenyl)acetamido]phenyl thiocyanate). The yield is 83.0%. RXN SMILES: [CH3:1][C:2]1[CH:7]=[CH:6][CH:5]=[CH:4][C:3]=1[CH2:8][C:9](Cl)=[O:10].C(=O)([O-])[O-].[Ca+2].[NH2:17][C:18]1[CH:23]=[C:22]([CH3:24])[C:21]([S:25][C:26]#[N:27])=[C:20]([CH3:28])[CH:19]=1.Cl>C1COCC1.O>[CH3:24][C:22]1[CH:23]=[C:18]([NH:17][C:9](=[O:10])[CH2:8][C:3]2[CH:4]=[CH:5][CH:6]=[CH:7][C:2]=2[CH3:1])[CH:19]=[C:20]([CH3:28])[C:21]=1[S:25][C:26]#[N:27] |f:1.2|. Reported procedure: 2-(2-Methylphenyl)acetyl chloride (9.9 g, 58.8 mM) was added to a stirred suspension of calcium carbonate (7.87 g, 78.7 mM) and 4-amino-2,6-dimethylphenyl thiocyanate (7 g, 39.3 mM) in dry THF (150 mL). The mixture was stirred for 1 hour. Water (1000 mL) was added. The mixture was acidified to pH4 with 2M HCl and extracted with ethyl acetate. The combined extracts were washed with water, then with saturated sodium chloride solution and dried (MgSO4). The solvent was removed by evaporation. The p... The reactants are solution, BrC1=C(C=C(C=C1)F)F (1-bromo-2,4-difluorobenzene), CC1(NC(CCC1)(C)C)C (2,2,6,6-tetramethylpiperidine), Cl (hydrochloric acid), [Cl-].[NH4+] (ammonium chloride), C(CCC)[Li] (n-butyllithium), CCCCCC (hexane), C(=O)=O (dry ice). Solvent: O1CCCC1 (tetrahydrofuran), O (Water). Conditions: temperature -78 celsius, time 1 hour. Yields the product BrC=1C(=C(C(=O)O)C(=CC1)F)F (3-bromo-2,6-difluorobenzoic acid). Reaction SMILES: C([Li])CCC.CCCCCC.CC1(C)CCCC(C)(C)N1.[Br:22][C:23]1[CH:28]=[CH:27][C:26]([F:29])=[CH:25][C:24]=1[F:30].[C:31](=[O:33])=[O:32].[Cl-].[NH4+].Cl>O1CCCC1.O>[Br:22][C:23]1[C:24]([F:30])=[C:25]([C:26]([F:29])=[CH:27][CH:28]=1)[C:31]([OH:33])=[O:32] |f:5.6|. Procedure details: To a mixed solution of 1.6N solution of n-butyllithium in hexane (9.4 ml, 15.0 mmol) and tetrahydrofuran (20 ml) were successively added 2,2,6,6-tetramethylpiperidine (2.50 ml, 15.0 mmol) and 1-bromo-2,4-difluorobenzene (2.90 g, 15.0 mmol) at −78° C., and the mixture was stirred at −78° C. for 1 hr. The pulverized dry ice (5 g) was added, and the mixture was stirred at −78° C. for 2 hr. Saturated aqueous ammonium chloride solution (5 ml) was added to the reaction mixture, and the mixture was sti...